This data is from the Open Reaction Database (ORD), a public repository of structured organic reaction records. The task is: describe an organic reaction: reactants, conditions, products, and yield Starting materials: N[C@@H](CC(OC(C)(C)C)=O)C(=O)O (Asp(OtBu)-OH), COC1=C(C(=C(C(=C1)C)S(=O)(=O)Cl)C)C ((4-methoxy-2,3,6-trimethylphenyl)sulfonylchloride), Cl.NC1=NC=CC2=CC(=CC=C12)CC(C(N1CCCCC1)=O)NC(CNS(=O)(=O)C=1C(=C(C2=C(CCC(O2)(C)C)C1C)C)C)=O (N-[1-[(1-Amino-6-isoquinolinyl)methyl]-2-oxo-2-(1-piperidinyl)ethyl]-2-[[(3,4-dihydro-2,2,5,7,8-pentamethyl-2H-1-benzopyran-6-yl)sulfonyl]amino]acetamide hydrochloride), NC1=NC=CC2=CC(=CC=C12)CC(C(N1CCOCC1)=O)NC([O-])=O (1-[(1-amino-6-isoquinolinyl)methyl]-2-oxo-2-(4-morpholinyl)ethylcarbamate), CC(C)(C)OC(C[C@@H](C(=O)O)NS(=O)(=O)C1=C(C(=C(C=C1C)OC)C)C)=O ((2S)-2-[[(4-methoxy-2,3,6-trimethylphenyl)sulfonyl]amino]butanedioic acid 4-(1,1-dimethylethyl)ester), 5b. Product: Cl.CC(C)(C)OC(C[C@@H](C(=O)NC(C(N1CCOCC1)=O)CC=1C=C2C=CN=C(C2=CC1)N)NS(=O)(=O)C1=C(C(=C(C=C1C)OC)C)C)=O ((3S)-4-[[1-[(1-amino-6-isoquinolinyl)methyl]-2-oxo-2-(4-morpholinyl)ethyl]amino]-3-[[(4-methoxy-2,3,6-trimethylphenyl)sulfonyl]amino]-4-oxo-butanoic acid 1,1-dimethylethylester hydrochloride). RXN SMILES: Cl.NC1C2C(=CC(CC(NC(=O)CNS(C3C(C)=C(C)C4OC(C)(C)CCC=4C=3C)(=O)=O)C(=O)N3CCCCC3)=CC=2)C=CN=1.[NH2:46][C:47]1[C:56]2[C:51](=[CH:52][C:53]([CH2:57][CH:58]([NH:67][C:68](=O)[O-:69])[C:59](=[O:66])[N:60]3[CH2:65][CH2:64][O:63][CH2:62][CH2:61]3)=[CH:54][CH:55]=2)[CH:50]=[CH:49][N:48]=1.[CH3:71][C:72]([O:75][C:76](=[O:97])[CH2:77][C@H:78]([NH:82][S:83]([C:86]1[C:91]([CH3:92])=[CH:90][C:89]([O:93][CH3:94])=[C:88]([CH3:95])[C:87]=1[CH3:96])(=[O:85])=[O:84])C(O)=O)([CH3:74])[CH3:73].N[C@H](C(O)=O)CC(=O)OC(C)(C)C.COC1C=C(C)C(S([Cl:123])(=O)=O)=C(C)C=1C>>[ClH:123].[CH3:74][C:72]([O:75][C:76](=[O:97])[CH2:77][C@H:78]([NH:82][S:83]([C:86]1[C:91]([CH3:92])=[CH:90][C:89]([O:93][CH3:94])=[C:88]([CH3:95])[C:87]=1[CH3:96])(=[O:85])=[O:84])[C:68]([NH:67][CH:58]([CH2:57][C:53]1[CH:52]=[C:51]2[C:56](=[CH:55][CH:54]=1)[C:47]([NH2:46])=[N:48][CH:49]=[CH:50]2)[C:59](=[O:66])[N:60]1[CH2:61][CH2:62][O:63][CH2:64][CH2:65]1)=[O:69])([CH3:71])[CH3:73] |f:0.1,6.7|. Procedure: Protection of 0.23 g of amino acid 1i and subsequently coupling with morpholine according to the procedure described for 5a yielded 1,1-dimethylethyl [1-[(1-amino-6-isoquinolinyl)methyl]-2-oxo-2-(4-morpholinyl)ethylcarbamate. The procedure described for 5c was used for the deprotection of 90 mg of 1,1-dimethylethyl [1-[(1-amino-6-isoquinolinyl)methyl]-2-oxo-2-(4-morpholinyl)ethylcarbamate and coupling with 96 mg of (2S)-2-[[(4-methoxy-2,3,6-trimethylphenyl)sulfonyl]amino]butanedioic acid 4-(1,1-... Reactants: CCCCCC (Hexane), COC(CC(C(C1=CC(=CC=C1)C(F)(F)F)=O)C1=NC(=NC=C1)SC)=O (3-(2-Methylsulfanylpyrimidin-4-yl)-4-oxo-4-(3-trifluoromethylphenyl)butyric Acid Methyl Ester), O1CCOCC1 (dioxane), Cl (Hydrochloric acid). Solvent: CCOCC (ether). The product is CSC1=NC=CC(=N1)C(CC(=O)O)C(C1=CC(=CC=C1)C(F)(F)F)=O (3-(2-Methylsulfanylpyrimidin-4-yl)-4-oxo-4-(3-trifluoromethylphenyl)butyric Acid). Reaction SMILES: C[O:2][C:3](=[O:26])[CH2:4][CH:5]([C:18]1[CH:23]=[CH:22][N:21]=[C:20]([S:24][CH3:25])[N:19]=1)[C:6](=[O:17])[C:7]1[CH:12]=[CH:11][CH:10]=[C:9]([C:13]([F:16])([F:15])[F:14])[CH:8]=1.O1CCOCC1.Cl.CCCCCC>CCOCC>[CH3:25][S:24][C:20]1[N:19]=[C:18]([CH:5]([C:6](=[O:17])[C:7]2[CH:12]=[CH:11][CH:10]=[C:9]([C:13]([F:15])([F:14])[F:16])[CH:8]=2)[CH2:4][C:3]([OH:26])=[O:2])[CH:23]=[CH:22][N:21]=1. Procedure: A solution of Compound 4 (27.1 g, 64 mmol) and dioxane (500 mL) were stirred under argon. Hydrochloric acid (6N, 250 mL) was added dropwise using an addition funnel. After 3d dioxane was removed in vacuo. The remaining aqueous mixture was extracted exhaustively with methylene chloride. The combined organic extracts were dried over anhydrous sodium sulfate then the solvent was removed in vacuo to give a yellow oil. Hexane followed by ether was added to afford a solid (5) which was isolated by vac... Reactants: C[Li] (Methyllithium), C(C)(C)NC(C)C (diisopropylamine), CN(C(CC1=CC=CC=C1)=O)C (N,N-dimethylbenzeneacetamide), C[Si](Cl)(C)C (trimethylchlorosilane). Run in C(C)OCC (diethyl ether), C(C)OCC (diethyl ether), C(C)OCC (diethyl ether). Conditions: temperature -70 celsius, time 8 hour. The product is CN(C)C(=CC1=CC=CC=C1)O[Si](C)(C)C (β-(N,N-dimethylamino)-β-trimethylsiloxystyrene). Yield: 20.3%. Reaction SMILES: C[Li].C(NC(C)C)(C)C.[CH3:10][N:11]([CH3:21])[C:12](=[O:20])[CH2:13][C:14]1[CH:19]=[CH:18][CH:17]=[CH:16][CH:15]=1.[CH3:22][Si:23]([CH3:26])([CH3:25])Cl>C(OCC)C>[CH3:21][N:11]([C:12]([O:20][Si:23]([CH3:26])([CH3:25])[CH3:22])=[CH:13][C:14]1[CH:15]=[CH:16][CH:17]=[CH:18][CH:19]=1)[CH3:10]. Procedure details: Methyllithium in diethyl ether (140 ml of 1.8 M solution, 0.25 mol) was added dropwise to a solution of 27.6 g (0.27 mol) of diisopropylamine in 40 ml of dry diethyl ether. The reaction mixture was cooled to -70° C. and a solution of 26.1 g (0.16 mol) of N,N-dimethylbenzeneacetamide in 75 ml of diethyl ether was added dropwise. The reaction mixture was warmed to 0° C. and 46 ml (0.36 mol) of trimethylchlorosilane were added dropwise. The reaction mixture was stirred at 25° C. overnight, the soli... Reactants: CCc1cnc(N2CCN(C(=O)c3ccc(Br)nc3)CC2)c(C)c1, CC1COC(=O)N1. Product: CCc1cnc(N2CCN(C(=O)c3ccc(N4C(=O)OCC4C)nc3)CC2)c(C)c1. RXN SMILES: [Br:1][c:2]1[cH:3][cH:4][c:5]([C:8](=[O:9])[N:10]2[CH2:11][CH2:12][N:13]([c:16]3[n:17][cH:18][c:19]([CH2:23][CH3:24])[cH:20][c:21]3[CH3:22])[CH2:14][CH2:15]2)[cH:6][n:7]1.[CH3:25][CH:26]1[NH:27][C:28](=[O:31])[O:29][CH2:30]1>>[c:2]1([N:27]2[CH:26]([CH3:25])[CH2:30][O:29][C:28]2=[O:31])[cH:3][cH:4][c:5]([C:8](=[O:9])[N:10]2[CH2:11][CH2:12][N:13]([c:16]3[n:17][cH:18][c:19]([CH2:23][CH3:24])[cH:20][c:21]3[CH3:22])[CH2:14][CH2:15]2)[cH:6][n:7]1. The reactants are C(C1=CC=CC=C1)OC(=O)N[C@@H]1C(N(CC1)[C@H](C(=O)OC(C)(C)C)C)=O (tert-butyl(2S)-2-((3S)-3-{[(benzyloxy)carbonyl]amino}-2-oxopyrrolidin-1-yl)propanoate). The reagents and catalysts are [Pd] (palladium on carbon). Solvent: C(C)O (ethanol). Conditions: time 18 hour. Product: N[C@@H]1C(N(CC1)[C@H](C(=O)OC(C)(C)C)C)=O (tert-Butyl(2S)-2-[(3S)-3-amino-2-oxopyrrolidin-1-yl]propanoate). Yield: 101.3%. As a reaction SMILES: C(OC([NH:11][C@H:12]1[CH2:16][CH2:15][N:14]([C@@H:17]([CH3:25])[C:18]([O:20][C:21]([CH3:24])([CH3:23])[CH3:22])=[O:19])[C:13]1=[O:26])=O)C1C=CC=CC=1>[Pd].C(O)C>[NH2:11][C@H:12]1[CH2:16][CH2:15][N:14]([C@@H:17]([CH3:25])[C:18]([O:20][C:21]([CH3:23])([CH3:22])[CH3:24])=[O:19])[C:13]1=[O:26]. Procedure: A mixture of tert-butyl(2S)-2-((3S)-3-{[(benzyloxy)carbonyl]amino}-2-oxopyrrolidin-1-yl)propanoate (2.82 g), 10% palladium on carbon (0.3 g) and ethanol (150 ml) was stirred under an atmosphere of hydrogen for 18 h. The reaction mixture was filtered through Harbolite™ and the filtrate was concentrated under reduced pressure to give the title compound (1.8 g) as a pale yellow oil. Starting materials: O=C([O-])[O-], O=C(O)c1ccc(F)cc1Cl, [Cu], [Cu]I, Oc1ccc(F)cc1, [K+], [K+], O, c1ccncc1. Yields the product O=C(O)c1ccc(F)cc1Oc1ccc(F)cc1. Reaction SMILES: [C:20](=[O:21])([O-:22])[O-:23].[Cl:1][c:2]1[c:3]([C:4](=[O:5])[OH:6])[cH:7][cH:8][c:9]([F:11])[cH:10]1.[Cu:33].[Cu:34][I:35].[F:12][c:13]1[cH:14][cH:15][c:16]([OH:19])[cH:17][cH:18]1.[K+:24].[K+:25].[OH2:32].[cH:26]1[cH:27][cH:28][n:29][cH:30][cH:31]1>>[c:2]1([O:19][c:16]2[cH:15][cH:14][c:13]([F:12])[cH:18][cH:17]2)[c:3]([C:4](=[O:5])[OH:6])[cH:7][cH:8][c:9]([F:11])[cH:10]1. The reactants are CNCc1c(C)oc2ccccc12, CCN=C=NCCCN(C)C, CCN(C(C)C)C(C)C, O=C(O)C=Cc1cnc2c(c1)OCC(=O)N2, CN(C)C=O, O, On1nnc2ccccc21. Yields the product Cc1oc2ccccc2c1CN(C)C(=O)C=Cc1cnc2c(c1)OCC(=O)N2. As a reaction SMILES: [CH3:1][NH:2][CH2:3][c:4]1[c:5]([CH3:13])[o:6][c:7]2[c:8]1[cH:9][cH:10][cH:11][cH:12]2.[CH3:49][N:50]([CH3:51])[CH2:52][CH2:53][CH2:54][N:55]=[C:56]=[N:57][CH2:58][CH3:59].[CH:40]([N:41]([CH:42]([CH3:43])[CH3:44])[CH2:45][CH3:46])([CH3:47])[CH3:48].[O:14]=[C:15]1[NH:16][c:17]2[c:18]([cH:21][c:22]([CH:25]=[CH:26][C:27](=[O:28])[OH:29])[cH:23][n:24]2)[O:19][CH2:20]1.[O:60]=[CH:61][N:62]([CH3:63])[CH3:64].[OH2:65].[OH:30][n:31]1[c:32]2[cH:33][cH:34][cH:35][cH:36][c:37]2[n:38][n:39]1>>[CH3:1][N:2]([CH2:3][c:4]1[c:5]([CH3:13])[o:6][c:7]2[c:8]1[cH:9][cH:10][cH:11][cH:12]2)[C:27]([CH:26]=[CH:25][c:22]1[cH:21][c:18]2[c:17]([n:24][cH:23]1)[NH:16][C:15](=[O:14])[CH2:20][O:19]2)=[O:28]. The reactants are N1[C@@H](CCCNC(NS(=O)(=O)C2=C(C)C=C(OC)C(C)=C2C)=N)C(=O)NCCC(=O)N[C@@H](CC(O)=O)C(=O)N[C@@H](CC2=CC=CC=C2)C(=O)N[C@H](C(C)C)C1=O (cyclo-(Arg(Mtr)-β-Ala-Asp-Phe-D-Val)). Solvent: C1(=CC=CC=C1)S (thiophenol), C(=O)(C(F)(F)F)O (TFA), ClCCl (dichloromethane). Reaction conditions: time 4 hour. Product: N1[C@@H](CCCNC(N)=N)C(=O)NCCC(=O)N[C@@H](CC(O)=O)C(=O)N[C@@H](CC2=CC=CC=C2)C(=O)N[C@H](C(C)C)C1=O (cyclo-(Arg-β-Ala-Asp-Phe-D-Val)). As a reaction SMILES: [NH:1]1[C:55](=[O:56])[C@@H:51]([CH:52]([CH3:54])[CH3:53])[NH:50][C:48](=[O:49])[C@H:40]([CH2:41][C:42]2[CH:47]=[CH:46][CH:45]=[CH:44][CH:43]=2)[NH:39][C:37](=[O:38])[C@H:32]([CH2:33][C:34](=[O:36])[OH:35])[NH:31][C:29](=[O:30])[CH2:28][CH2:27][NH:26][C:24](=[O:25])[C@@H:2]1[CH2:3][CH2:4][CH2:5][NH:6][C:7](=[NH:23])[NH:8]S(C1C(C)=C(C)C(OC)=CC=1C)(=O)=O>C(O)(C(F)(F)F)=O.ClCCl.C1(S)C=CC=CC=1>[NH:1]1[C:55](=[O:56])[C@@H:51]([CH:52]([CH3:54])[CH3:53])[NH:50][C:48](=[O:49])[C@H:40]([CH2:41][C:42]2[CH:47]=[CH:46][CH:45]=[CH:44][CH:43]=2)[NH:39][C:37](=[O:38])[C@H:32]([CH2:33][C:34](=[O:35])[OH:36])[NH:31][C:29](=[O:30])[CH2:28][CH2:27][NH:26][C:24](=[O:25])[C@@H:2]1[CH2:3][CH2:4][CH2:5][NH:6][C:7](=[NH:8])[NH2:23]. Procedure details: A solution of 0.28 g of cyclo-(Arg(Mtr)-β-Ala-Asp-Phe-D-Val) [obtainable by cyclization according to Ex. 1] in 8.4 ml of TFA, 1.7 ml of dichloromethane and 0.9 ml of thiophenol is allowed to stand at room temperature for 4 hours, then concentrated and, after diluting with water, freeze-dried. Gel filtration on Sephadex G 10 (acetic acid/water 1:1) and subsequent purification by preparative HPLC under the conditions indicated give cyclo-(Arg-β-Ala-Asp-Phe-D-Val); RT=17.0; M+ 589. Reactants: CC(C)OC(=O)CCC(NC(=O)OC(C)(C)C)C(N)=O, CC(C)(C)OC(=O)NC(COCc1ccccc1)C(=O)O, O=C(O)C(F)(F)F. Product: CC(C)OC(=O)CCC(NC(=O)C(COCc1ccccc1)NC(=O)OC(C)(C)C)C(N)=O. As a reaction SMILES: [C:1]([O:2][C:6](=[O:7])[NH:8][CH:9]([CH2:10][CH2:11][C:12](=[O:13])[O:14][CH:15]([CH3:16])[CH3:17])[C:18]([NH2:19])=[O:20])([CH3:3])([CH3:4])[CH3:5].[C:28]([CH3:29])([CH3:30])([CH3:31])[O:32][C:33](=[O:34])[NH:35][CH:36]([CH2:37][O:38][CH2:39][c:40]1[cH:41][cH:42][cH:43][cH:44][cH:45]1)[C:46]([OH:47])=[O:48].[OH:21][C:22]([C:23]([F:24])([F:25])[F:26])=[O:27]>>[C:6](=[O:7])([NH:8][CH:9]([CH2:10][CH2:11][C:12](=[O:13])[O:14][CH:15]([CH3:16])[CH3:17])[C:18]([NH2:19])=[O:20])[CH:36]([NH:35][C:33]([O:32][C:28]([CH3:29])([CH3:30])[CH3:31])=[O:34])[CH2:37][O:38][CH2:39][c:40]1[cH:41][cH:42][cH:43][cH:44][cH:45]1.